describe an organic reaction: reactants, conditions, products, and yield From a dataset of the Open Reaction Database (ORD), a public repository of structured organic reaction records. Starting materials: O=C(OCC)C1=CC=2C=C(Cl)C=CC2N1. The reagents and catalysts are N=1C=CC(=CC1C=2N=CC=C(C2)C(C)(C)C)C(C)(C)C, O1BOC(C)(C)C1(C)C, C[OH2+].C[OH2+].C1CC=CCCC=C1.C1CC=CCCC=C1.[Ir].[Ir]. Solvent: CCCCCC. Run at temperature 60 celsius, time 6 hour. Yields the product O=C(OCC)C1=CC=2C=C(Cl)C=C(B3OC(C)(C)C(O3)(C)C)C2N1. Yield: 83.0%. Starting materials: Cl (HCl), CN(C1=NC(=NC(=C1)C)NC1CN(CC1O)C(=O)OC(C)(C)C)C (t-Butyl (3RS,4RS)-3-(4-dimethylamino-6-methylpyrimidin-2-ylamino)-4-hydroxypyrrolidine-1-carboxylate), C(C)OCC (Diethyl ether). Run in C(C)(=O)OCC (ethyl acetate), C(C)(=O)OCC (ethyl acetate). Reaction conditions: time 2 hour. Yields the product Cl.Cl.CN(C1=NC(=NC(=C1)C)NC1C(CNC1)O)C ((3RS,4RS)-4-(4-dimethylamino-6-methylpyrimidin-2-ylamino)pyrrolidin-3-ol dihydrochloride). As a reaction SMILES: [CH3:1][N:2]([CH3:24])[C:3]1[CH:8]=[C:7]([CH3:9])[N:6]=[C:5]([NH:10][CH:11]2[CH:15]([OH:16])[CH2:14][N:13](C(OC(C)(C)C)=O)[CH2:12]2)[N:4]=1.[ClH:25].C(OCC)C>C(OCC)(=O)C>[ClH:25].[ClH:25].[CH3:24][N:2]([CH3:1])[C:3]1[CH:8]=[C:7]([CH3:9])[N:6]=[C:5]([NH:10][CH:11]2[CH2:12][NH:13][CH2:14][CH:15]2[OH:16])[N:4]=1 |f:4.5.6|. Procedure: t-Butyl (3RS,4RS)-3-(4-dimethylamino-6-methylpyrimidin-2-ylamino)-4-hydroxypyrrolidine-1-carboxylate (1.0 g) was dissolved in ethyl acetate (10 mL), followed by addition of a solution (7.5 mL) of 4 M HCl in ethyl acetate, and the mixture was stirred at room temperature for 2 h. Diethyl ether was added to the solution, and the precipitated crystals were collected by filtration to obtain the title compound (0.89 g). The reactants are BrC=1C=CC2=C(COC(N2COCC[Si](C)(C)C)=O)C1 (6-bromo-1-{[2-(trimethylsilyl)ethoxy]methyl}-1,4-dihydro-2H-3,1-benzoxazin-2-one), CN1C(=NC(=CC1=O)C1=NC=NC=C1)OC1CCNCC1 (1-methyl-2-(piperidin-4-yloxy)-1H-[4,4′]bipyrimidinyl-6-one), C1(CCCCC1)P(C1=C(C=CC=C1)C1=C(C=C(C=C1C(C)C)C(C)C)C(C)C)C1CCCCC1 (2-dicyclohexylphosphino-2′,4′,6′-triisopropylbiphenyl), CC(C)([O-])C.[Na+] (sodium tert-butoxide). The reagents and catalysts are C1=CC=C(C=C1)/C=C/C(=O)/C=C/C2=CC=CC=C2.C1=CC=C(C=C1)/C=C/C(=O)/C=C/C2=CC=CC=C2.C1=CC=C(C=C1)/C=C/C(=O)/C=C/C2=CC=CC=C2.C(Cl)(Cl)Cl.[Pd].[Pd] (tris(dibenzylideneacetone)dipalladium(0)-chloroform adduct). Run in C1(=CC=CC=C1)C (toluene). Conditions: temperature 150 celsius, time 30 minute. Yields the product CN1C(=NC(=CC1=O)C1=NC=NC=C1)OC1CCN(CC1)C=1C=CC2=C(COC(N2COCC[Si](C)(C)C)=O)C1 (1-methyl-2-{[1-(2-oxo-1{[2-(trimethylsilyl)ethoxy]methyl}-1,4-dihydro-2H-3,1-benzoxazin-6-yl)piperidin-4-yl]oxy}-1H-[4,4′]bipyrimidinyl-6-one). Yield: 11.2%. RXN SMILES: Br[C:2]1[CH:3]=[CH:4][C:5]2[N:10]([CH2:11][O:12][CH2:13][CH2:14][Si:15]([CH3:18])([CH3:17])[CH3:16])[C:9](=[O:19])[O:8][CH2:7][C:6]=2[CH:20]=1.[CH3:21][N:22]1[C:27](=[O:28])[CH:26]=[C:25]([C:29]2[CH:34]=[CH:33][N:32]=[CH:31][N:30]=2)[N:24]=[C:23]1[O:35][CH:36]1[CH2:41][CH2:40][NH:39][CH2:38][CH2:37]1.C1(P(C2CCCCC2)C2C=CC=CC=2C2C(C(C)C)=CC(C(C)C)=CC=2C(C)C)CCCCC1.CC(C)([O-])C.[Na+]>C1(C)C=CC=CC=1.C1C=CC(/C=C/C(/C=C/C2C=CC=CC=2)=O)=CC=1.C1C=CC(/C=C/C(/C=C/C2C=CC=CC=2)=O)=CC=1.C1C=CC(/C=C/C(/C=C/C2C=CC=CC=2)=O)=CC=1.C(Cl)(Cl)Cl.[Pd].[Pd]>[CH3:21][N:22]1[C:27](=[O:28])[CH:26]=[C:25]([C:29]2[CH:34]=[CH:33][N:32]=[CH:31][N:30]=2)[N:24]=[C:23]1[O:35][CH:36]1[CH2:41][CH2:40][N:39]([C:2]2[CH:3]=[CH:4][C:5]3[N:10]([CH2:11][O:12][CH2:13][CH2:14][Si:15]([CH3:18])([CH3:17])[CH3:16])[C:9](=[O:19])[O:8][CH2:7][C:6]=3[CH:20]=2)[CH2:38][CH2:37]1 |f:3.4,6.7.8.9.10.11|. Procedure details: To a mixture of 6-bromo-1-{[2-(trimethylsilyl)ethoxy]methyl}-1,4-dihydro-2H-3,1-benzoxazin-2-one (620 mg, 1.7 mmol), 1-methyl-2-(piperidin-4-yloxy)-1H-[4,4′]bipyrimidinyl-6-one (500 mg, 1.7 mmol), tris(dibenzylideneacetone)dipalladium(0)-chloroform adduct (72 mg, 70 μmol), and 2-dicyclohexylphosphino-2′,4′,6′-triisopropylbiphenyl (130 mg, 0.28 mmol) in toluene (3.5 ml) was added sodium tert-butoxide (250 mg, 2.6 mmol) under nitrogen atmosphere. The mixture was stirred at 150° C. for 30 minutes u... The reactants are CC=1C=C(C=C(C1)C)C=1NC2=CC=C(C=C2C1CCN)[N+](=O)[O-] (2-[2-(3,5-dimethylphenyl)-5-nitro-1H-indol-3-yl]ethylamine), C(C1=CC=CC=C1)(=O)Cl (benzoyl chloride). The solvent is C(C)N(CC)CC (triethylamine). Reaction conditions: time 20 minute. Yields the product CC=1C=C(C=C(C1)C)C=1NC2=CC=C(C=C2C1CCNC(C1=CC=CC=C1)=O)[N+](=O)[O-] (N-{2-[2-(3,5-dimethylphenyl)-5-nitro-1H-indol-3-yl]ethyl}benzamide). As a reaction SMILES: [CH3:1][C:2]1[CH:3]=[C:4]([C:9]2[NH:10][C:11]3[C:16]([C:17]=2[CH2:18][CH2:19][NH2:20])=[CH:15][C:14]([N+:21]([O-:23])=[O:22])=[CH:13][CH:12]=3)[CH:5]=[C:6]([CH3:8])[CH:7]=1.[C:24](Cl)(=[O:31])[C:25]1[CH:30]=[CH:29][CH:28]=[CH:27][CH:26]=1>C(N(CC)CC)C>[CH3:1][C:2]1[CH:3]=[C:4]([C:9]2[NH:10][C:11]3[C:16]([C:17]=2[CH2:18][CH2:19][NH:20][C:24](=[O:31])[C:25]2[CH:30]=[CH:29][CH:28]=[CH:27][CH:26]=2)=[CH:15][C:14]([N+:21]([O-:23])=[O:22])=[CH:13][CH:12]=3)[CH:5]=[C:6]([CH3:8])[CH:7]=1. Procedure: To a solution of 2-[2-(3,5-dimethylphenyl)-5-nitro-1H-indol-3-yl]ethylamine (3.0 g in 80 mL dry methylene chloride) at 0° C. was added 4.0 mL triethylamine followed by 1.4 mL benzoyl chloride and the mixture stirred at low temperature. After 20 minutes, the reaction was quenched by the addition of saturated aqueous sodium bicarbonate and extracted with ethyl acetate. The organic portion was washed with water and concentrated in vacuo to give the crude title compound (1.43 g). The reactants are [N+](=O)([O-])C1=C(C=CC=C1)C (o-nitrotoluene), C=O (paraformaldehyde). The reagents and catalysts are [OH-].[K+] (KOH). The solvent is CS(=O)C (DMSO). Run at temperature 95 celsius, time 2.5 hour. Product: [N+](=O)([O-])C1=C(C=CC=C1)CCO (2-(2-nitrophenyl)ethanol). Yield: 55.8%. Reaction SMILES: [N+:1]([C:4]1[CH:9]=[CH:8][CH:7]=[CH:6][C:5]=1[CH3:10])([O-:3])=[O:2].[CH2:11]=[O:12]>CS(C)=O.[OH-].[K+]>[N+:1]([C:4]1[CH:9]=[CH:8][CH:7]=[CH:6][C:5]=1[CH2:10][CH2:11][OH:12])([O-:3])=[O:2] |f:3.4|. Procedure: KOH (21 mg, 0.37 mmol) was added to a mixture of o-nitrotoluene (9.2 g, 67 mmol) and paraformaldehyde (0.8 g, 25 mmol) in DMSO (10 ml, synthesis quality, additionally dried for 2 d over molecular sieve 4 Å) which was then stirred for 2.5 h at 95° C. The solvent was removed and the residue purified by column chromatography (SiO2, 20×3 cm, solvent: toluene 750 ml, toluene/EtOAc 10:1 500 ml, 7:1 500 ml, 5:1 500 ml). 2-(2-nitrophenyl)ethanol (2.33 g, 21%) was obtained as a yellow oil. Starting materials: CC#N, O=C(CCl)Nc1n[nH]c2cc(Cl)ccc12, NCc1ccccc1. Product: O=C(CNCc1ccccc1)Nc1n[nH]c2cc(Cl)ccc12. As a reaction SMILES: [CH3:24][C:25]#[N:26].[Cl:1][CH2:2][C:3](=[O:4])[NH:5][c:6]1[n:7][nH:8][c:9]2[cH:10][c:11]([Cl:15])[cH:12][cH:13][c:14]12.[NH2:16][CH2:17][c:18]1[cH:19][cH:20][cH:21][cH:22][cH:23]1>>[CH2:2]([C:3](=[O:4])[NH:5][c:6]1[n:7][nH:8][c:9]2[cH:10][c:11]([Cl:15])[cH:12][cH:13][c:14]12)[NH:16][CH2:17][c:18]1[cH:19][cH:20][cH:21][cH:22][cH:23]1.